This data is from the Open Reaction Database (ORD), a public repository of structured organic reaction records. The task is: describe an organic reaction: reactants, conditions, products, and yield The reactants are ClC1=C(COC2=CC3=C(C(CO3)CC(=O)OC)C=C2)C=CC(=C1)O[Si](C(C)C)(C(C)C)C(C)C (methyl 2-(6-((2-chloro-4-((triisopropylsilyl)oxy)benzyl)oxy)-2,3-dihydro-1-benzofuran-3-yl)acetate), C1CCOC1 (THF), [F-].C(CCC)[N+](CCCC)(CCCC)CCCC (tetrabutylammonium fluoride). Run in [Cl-].[Na+].O (brine), CCOC(=O)C (EtOAc). Conditions: time 20 minute. The product is ClC1=C(COC2=CC3=C(C(CO3)CC(=O)OC)C=C2)C=CC(=C1)O (Methyl 2-(6-((2-chloro-4-hydroxybenzyl)oxy)-2,3-dihydro-1-benzofuran-3-yl)acetate). The yield is 68.1%. RXN SMILES: [Cl:1][C:2]1[CH:23]=[C:22]([O:24][Si](C(C)C)(C(C)C)C(C)C)[CH:21]=[CH:20][C:3]=1[CH2:4][O:5][C:6]1[CH:19]=[CH:18][C:9]2[CH:10]([CH2:13][C:14]([O:16][CH3:17])=[O:15])[CH2:11][O:12][C:8]=2[CH:7]=1.C1COCC1.[F-].C([N+](CCCC)(CCCC)CCCC)CCC>[Cl-].[Na+].O.CCOC(C)=O>[Cl:1][C:2]1[CH:23]=[C:22]([OH:24])[CH:21]=[CH:20][C:3]=1[CH2:4][O:5][C:6]1[CH:19]=[CH:18][C:9]2[CH:10]([CH2:13][C:14]([O:16][CH3:17])=[O:15])[CH2:11][O:12][C:8]=2[CH:7]=1 |f:2.3,4.5.6|. Procedure: To a mixture of methyl 2-(6-((2-chloro-4-((triisopropylsilyl)oxy)benzyl)oxy)-2,3-dihydro-1-benzofuran-3-yl)acetate (5.70 g) and THF (50 mL) cooled with an ice bath was added tetrabutylammonium fluoride (1.0 M THF solution, 14.1 mL). After being stirred for 20 min, the mixture was diluted with brine and EtOAc. The layers were separated, and the aqueous layer was extracted with EtOAc. The combined organic layer was washed with brine, dried over MgSO4 and concentrated. The residue was purified by s...